The task is: describe an organic reaction: reactants, conditions, products, and yield. This data is from the Open Reaction Database (ORD), a public repository of structured organic reaction records. The reactants are COCOC1=C(C=CC=C1)C(=C)C1=C(C=C(C=C1)C)OC (1-(2-methoxymethoxyphenyl)-1-(4-methyl-2-methoxyphenyl)ethene), C1(=CC=CC=C1)SC[Li] (phenylthiomethyl lithium), olefin. Yields the product COCOC1=C(C=CC=C1)C1(CC1)C1=C(C=C(C=C1)C)OC (1-(2-Methoxymethoxyphenyl)-1-(4-methyl-2-methoxyphenyl)cyclopropane). Yield: 44.0%. Reaction SMILES: [CH3:1][O:2][CH2:3][O:4][C:5]1[CH:10]=[CH:9][CH:8]=[CH:7][C:6]=1[C:11]([C:13]1[CH:18]=[CH:17][C:16]([CH3:19])=[CH:15][C:14]=1[O:20][CH3:21])=[CH2:12].[C:22]1(SC[Li])C=CC=CC=1>>[CH3:1][O:2][CH2:3][O:4][C:5]1[CH:10]=[CH:9][CH:8]=[CH:7][C:6]=1[C:11]1([C:13]2[CH:18]=[CH:17][C:16]([CH3:19])=[CH:15][C:14]=2[O:20][CH3:21])[CH2:22][CH2:12]1. Procedure details: The general procedure of Example 34 was followed using 1-(2-methoxymethoxyphenyl)-1-(4-methyl-2-methoxyphenyl)ethene and, initially, 3.3 moles of phenylthiomethyl lithium reagent per mole of olefin. The title compound was obtained as a clear oil in 44 percent yield and its structure was verified by proton NMR spectroscopy. Reactants: COc1ccc(Cn2cnc3c(-c4cccnc4Oc4c(C)ccc5c(=O)[nH]ccc45)ncnc32)cc1, Cc1ccccc1, O=P(Cl)(Cl)Cl. The product is COc1ccc(Cn2cnc3c(-c4cccnc4Oc4c(C)ccc5c(Cl)nccc45)ncnc32)cc1. As a reaction SMILES: [CH3:1][O:2][c:3]1[cH:4][cH:5][c:6]([CH2:7][n:8]2[c:9]3[n:10][cH:11][n:12][c:13](-[c:17]4[c:18]([O:23][c:24]5[c:25]6[cH:26][cH:27][nH:28][c:29](=[O:35])[c:30]6[cH:31][cH:32][c:33]5[CH3:34])[n:19][cH:20][cH:21][cH:22]4)[c:14]3[n:15][cH:16]2)[cH:36][cH:37]1.[CH3:43][c:44]1[cH:45][cH:46][cH:47][cH:48][cH:49]1.[P:38]([Cl:39])([Cl:40])([Cl:41])=[O:42]>>[CH3:1][O:2][c:3]1[cH:4][cH:5][c:6]([CH2:7][n:8]2[c:9]3[n:10][cH:11][n:12][c:13](-[c:17]4[c:18]([O:23][c:24]5[c:25]6[cH:26][cH:27][n:28][c:29]([Cl:40])[c:30]6[cH:31][cH:32][c:33]5[CH3:34])[n:19][cH:20][cH:21][cH:22]4)[c:14]3[n:15][cH:16]2)[cH:36][cH:37]1. Reactants: [Cl-].[NH4+] (ammonium chloride), C(C)SC1=C(C=CC=C1)C1=NC=2C(=NC=C(C2)S)N1C (2-(2-ethylsulfanyl-phenyl)-3-methyl-3H-imidazo[4,5-b]pyridin-6-thiol), IC (iodomethane), [OH-].[K+] (potassium hydroxide). Solvent: C(C)O (ethanol). Reaction conditions: time 5 hour. The product is C(C)SC1=C(C=CC=C1)C1=NC=2C(=NC=C(C2)SC)N1C (2-(2-ethylsulfanyl-phenyl)-3-methyl-6-methylsulfanyl-3H-imidazo[4,5-b]pyridine). Reaction SMILES: [CH2:1]([S:3][C:4]1[CH:9]=[CH:8][CH:7]=[CH:6][C:5]=1[C:10]1[N:19]([CH3:20])[C:13]2=[N:14][CH:15]=[C:16]([SH:18])[CH:17]=[C:12]2[N:11]=1)[CH3:2].I[CH3:22].[OH-].[K+].[Cl-].[NH4+]>C(O)C>[CH2:1]([S:3][C:4]1[CH:9]=[CH:8][CH:7]=[CH:6][C:5]=1[C:10]1[N:19]([CH3:20])[C:13]2=[N:14][CH:15]=[C:16]([S:18][CH3:22])[CH:17]=[C:12]2[N:11]=1)[CH3:2] |f:2.3,4.5|. Reported procedure: To a mixture of 2-(2-ethylsulfanyl-phenyl)-3-methyl-3H-imidazo[4,5-b]pyridin-6-thiol (535 mg), iodomethane (166 μl), and ethanol (5 ml), potassium hydroxide (200 mg) was added at room temperature, and stirred for 5 hours. To the reaction mixture, saturated aqueous ammonium chloride solution was added, and extracted with ethyl acetate. The combined organic layer was dried over sodium sulfate, and concentrated under reduced pressure. The residue was subjected to silica gel column chromatography to... The reactants are FC(C=1N=C(SC1)N)(F)F (4-trifluoromethyl-2-aminothiazole), ClC1=C(C(=O)N=C=O)C(=CC=C1)Cl (2,6-dichlorobenzoylisocyanate). The solvent is C(C)OC(C)=O (ethylacetate), C(C)OC(C)=O (ethylacetate). Reaction conditions: time 4 hour. Product: ClC1=C(C(=O)NC(=O)NC=2SC=C(N2)C(F)(F)F)C(=CC=C1)Cl (1-(2,6-dichlorobenzoyl)-3-(4-trifluoromethyl-2-thiazolyl)urea). Reaction SMILES: [F:1][C:2]([F:10])([F:9])[C:3]1[N:4]=[C:5]([NH2:8])[S:6][CH:7]=1.[Cl:11][C:12]1[CH:22]=[CH:21][CH:20]=[C:19]([Cl:23])[C:13]=1[C:14]([N:16]=[C:17]=[O:18])=[O:15]>C(OC(=O)C)C>[Cl:11][C:12]1[CH:22]=[CH:21][CH:20]=[C:19]([Cl:23])[C:13]=1[C:14]([NH:16][C:17]([NH:8][C:5]1[S:6][CH:7]=[C:3]([C:2]([F:10])([F:9])[F:1])[N:4]=1)=[O:18])=[O:15]. Reported procedure: To a solution of 1.7 g (0.01 mole) of 4-trifluoromethyl-2-aminothiazole in 50 ml of dry ethylacetate was added all at once to a solution of 2.16 g (0.01 mole) of freshly prepared 2,6-dichlorobenzoylisocyanate dissolved in 10 ml of dry ethylacetate. The mixture was allowed to stir at 25° for 4 hours. The solvent was evaporated in vacuo, ether was added to the residue, and the solid was removed by filtration to give 3.7 g of product, m.p. 210°-213°. The infrared and nuclear magnetic resonance spec... The reactants are C1CCOC1, CO, COc1cc(C(O)C(C)[N+](=O)[O-])ccn1, O=C[O-], [NH4+]. Yields the product COc1cc(C(O)C(C)N)ccn1. Reaction SMILES: [CH2:20]1[O:21][CH2:22][CH2:23][CH2:24]1.[CH3:25][OH:26].[CH3:5][O:6][c:7]1[n:8][cH:9][cH:10][c:11]([CH:13]([CH:14]([CH3:15])[N+:16]([O-:17])=[O:18])[OH:19])[cH:12]1.[CH:1]([O-:2])=[O:3].[NH4+:4]>>[CH3:5][O:6][c:7]1[n:8][cH:9][cH:10][c:11]([CH:13]([CH:14]([CH3:15])[NH2:16])[OH:19])[cH:12]1. The reactants are COC(=O)C1C(N=C(N(C1=O)CC1=CC=CC=C1)C(C(C)C)NC(=O)OC(C)(C)C)C (1-Benzyl-2-(1-t-butoxycarbonylamino-2-methyl-propyl)-4-methyl-6-oxo-1,4,5,6-tetrahydro-pyrimidine-5-carboxylic acid methyl ester), C(=O)([O-])[O-].[K+].[K+] (K2CO3), C(C1=CC=CC=C1)(=O)OOC(C1=CC=CC=C1)=O (Benzoyl peroxide), CCOC(=O)C (EtOAc). The solvent is C(Cl)(Cl)(Cl)Cl (CCl4), CCCCCC (hexane). Product: COC(=O)C1=C(N=C(N(C1=O)CC1=CC=CC=C1)C(C(C)C)NC(=O)OC(C)(C)C)C (1-Benzyl-2-(1-t-butoxycarbonylamino-2-methyl-propyl)-4-methyl-6-oxo-1,6-dihydro-pyrimidine-5-carboxylic acid methyl ester). Isolated yield 40.3%. Reaction SMILES: [CH3:1][O:2][C:3]([CH:5]1[C:10](=[O:11])[N:9]([CH2:12][C:13]2[CH:18]=[CH:17][CH:16]=[CH:15][CH:14]=2)[C:8]([CH:19]([NH:23][C:24]([O:26][C:27]([CH3:30])([CH3:29])[CH3:28])=[O:25])[CH:20]([CH3:22])[CH3:21])=[N:7][CH:6]1[CH3:31])=[O:4].C([O-])([O-])=O.[K+].[K+].C(OOC(=O)C1C=CC=CC=1)(=O)C1C=CC=CC=1.CCOC(C)=O>C(Cl)(Cl)(Cl)Cl.CCCCCC>[CH3:1][O:2][C:3]([C:5]1[C:10](=[O:11])[N:9]([CH2:12][C:13]2[CH:14]=[CH:15][CH:16]=[CH:17][CH:18]=2)[C:8]([CH:19]([NH:23][C:24]([O:26][C:27]([CH3:28])([CH3:30])[CH3:29])=[O:25])[CH:20]([CH3:22])[CH3:21])=[N:7][C:6]=1[CH3:31])=[O:4] |f:1.2.3|. Procedure details: To a stirred solution of 1-Benzyl-2-(1-t-butoxycarbonylamino-2-methyl-propyl)-4-methyl-6-oxo-1,4,5,6-tetrahydro-pyrimidine-5-carboxylic acid methyl ester (6.37 g, 14.8 mMol) in CCl4 (150 mL) was added K2CO3 (4.0 g, 29 mMol), N-Bromosuccinimde (2.63 g, 14.8 mMol) and Benzoyl peroxide (0.18 g, 0.74 mMol). The reaction was refluxed for 0.5 h, cooled to RT, filtered through a pad of Celite®, and rinsed with CH2Cl2. The filtrate was concentrated tinder vacuum and purified by flash chromatography (ste... The reactants are FC(C1=CC=C(C(=O)Cl)C=C1)(F)F (4-(Trifluoromethyl)benzoyl chloride), Cl (hydrochloric acid), CC1=CSC2=C1NC(OC2=O)=O (7-methyl-2H-thieno[3,2-d][1,3]oxazine-2,4(1H)-dione). Reagents/catalysts: CN(C1=CC=NC=C1)C (4-(Dimethylamino)pyridine). Run in O1CCOCC1 (dioxane). Reaction conditions: time 3 hour. Product: CC1=CSC2=C1N=C(OC2=O)C2=CC=C(C=C2)C(F)(F)F (7-methyl-2-[4-(trifluoromethyl)phenyl]-4H-thieno[3,2-d][1,3]oxazin-4-one). Yield: 91.7%. Reaction SMILES: [CH3:1][C:2]1[C:6]2[NH:7][C:8](=O)[O:9][C:10](=[O:11])[C:5]=2[S:4][CH:3]=1.[F:13][C:14]([F:25])([F:24])[C:15]1[CH:23]=[CH:22][C:18](C(Cl)=O)=[CH:17][CH:16]=1.Cl>CN(C)C1C=CN=CC=1.O1CCOCC1>[CH3:1][C:2]1[C:6]2[N:7]=[C:8]([C:18]3[CH:22]=[CH:23][C:15]([C:14]([F:25])([F:24])[F:13])=[CH:16][CH:17]=3)[O:9][C:10](=[O:11])[C:5]=2[S:4][CH:3]=1. Procedure: 4-(Dimethylamino)pyridine (0.66 g, 5.41 mmol) was added to the product from Step A in dioxane (10 mL). 4-(Trifluoromethyl)benzoyl chloride (1.13 g, 5.42 mmol) was added to the mixture and the mixture was boiled for approximately 3 hours. The mixture was allowed to cool to room temperature and was poured into hydrochloric acid (100 mL, 1 N). The mixture was extracted with ethyl acetate (3×50 mL) and the combined extracts were dried and evaporated. Chromatography on silicon gel (eluted with ethyl ... The reactants are CN(Cc1ccc(C(F)(F)F)cc1)C1CN(Cc2ccccc2)CC1c1ccc(Cl)c(Cl)c1, CC#N, O=C(Cl)OCC(Cl)(Cl)Cl. The product is CN(Cc1ccc(C(F)(F)F)cc1)C1CNCC1c1ccc(Cl)c(Cl)c1. As a reaction SMILES: [CH2:1]([c:2]1[cH:3][cH:4][cH:5][cH:6][cH:7]1)[N:8]1[CH2:9][CH:10]([N:21]([CH2:22][c:23]2[cH:24][cH:25][c:26]([C:29]([F:30])([F:31])[F:32])[cH:27][cH:28]2)[CH3:33])[CH:11]([c:13]2[cH:14][c:15]([Cl:20])[c:16]([Cl:19])[cH:17][cH:18]2)[CH2:12]1.[CH3:43][C:44]#[N:45].[Cl:34][C:35]([O:36][CH2:37][C:38]([Cl:39])([Cl:40])[Cl:41])=[O:42]>>[NH:8]1[CH2:9][CH:10]([N:21]([CH2:22][c:23]2[cH:24][cH:25][c:26]([C:29]([F:30])([F:31])[F:32])[cH:27][cH:28]2)[CH3:33])[CH:11]([c:13]2[cH:14][c:15]([Cl:20])[c:16]([Cl:19])[cH:17][cH:18]2)[CH2:12]1. Reactants: CC(=O)O, Cl, NO, [Na+], [OH-], O, Nc1nc2c(ncn2COCC=O)c(=O)[nH]1. The product is Nc1nc2c(ncn2COCC=NO)c(=O)[nH]1. Reaction SMILES: [CH3:22][C:23](=[O:24])[OH:25].[ClH:17].[NH2:18][OH:19].[Na+:21].[OH-:20].[OH2:26].[nH:1]1[c:2]([NH2:3])[n:4][c:5]2[n:6]([CH2:12][O:13][CH2:14][CH:15]=[O:16])[cH:7][n:8][c:9]2[c:10]1=[O:11]>>[nH:1]1[c:2]([NH2:3])[n:4][c:5]2[n:6]([CH2:12][O:13][CH2:14][CH:15]=[N:18][OH:19])[cH:7][n:8][c:9]2[c:10]1=[O:11].